This data is from the Open Reaction Database (ORD), a public repository of structured organic reaction records. The task is: describe an organic reaction: reactants, conditions, products, and yield Starting materials: COCc1ccc(CCOc2ccc(CC(NC(=O)C(C)C)C(=O)OC)cc2)cc1, [Li+], C1COCCO1, [OH-], O, O. Yields the product COCc1ccc(CCOc2ccc(CC(CO)NC(=O)C(C)C)cc2)cc1. Reaction SMILES: [C:1]([CH:2]([CH3:3])[CH3:4])(=[O:5])[NH:6][CH:7]([CH2:8][c:9]1[cH:10][cH:11][c:12]([O:15][CH2:16][CH2:17][c:18]2[cH:19][cH:20][c:21]([CH2:24][O:25][CH3:26])[cH:22][cH:23]2)[cH:13][cH:14]1)[C:27](=[O:28])[O:29][CH3:30].[Li+:33].[O:34]1[CH2:35][CH2:36][O:37][CH2:38][CH2:39]1.[OH-:32].[OH2:31].[OH2:40]>>[C:1]([CH:2]([CH3:3])[CH3:4])(=[O:5])[NH:6][CH:7]([CH2:8][c:9]1[cH:10][cH:11][c:12]([O:15][CH2:16][CH2:17][c:18]2[cH:19][cH:20][c:21]([CH2:24][O:25][CH3:26])[cH:22][cH:23]2)[cH:13][cH:14]1)[CH2:27][OH:28]. Starting materials: CON=C(C(C)=O)CC(=C)C (5-methylhex-5-ene-2,3-dione 3-(O-methyloxime)), [Cl-].O[NH3+] (hydroxylammonium chloride). The solvent is CO (methanol), O (water), N1=CC=CC=C1 (pyridine). Reaction conditions: temperature 23 celsius, time 3 hour. Yields the product CON=C(C(C)=NO)CC(=C)C (5-methylhex-5-en-2,3-dione 3-(O-methyloxime) 2-oxime). As a reaction SMILES: [CH3:1][O:2][N:3]=[C:4]([CH2:8][C:9]([CH3:11])=[CH2:10])[C:5](=O)[CH3:6].[Cl-].[OH:13][NH3+:14]>CO.O.N1C=CC=CC=1>[CH3:1][O:2][N:3]=[C:4]([CH2:8][C:9]([CH3:11])=[CH2:10])[C:5](=[N:14][OH:13])[CH3:6] |f:1.2|. Reported procedure: 283.4 g of 5-methylhex-5-ene-2,3-dione 3-(O-methyloxime) in 800 ml of methanol were added dropwise to the solution of 140.6 g of hydroxylammonium chloride in 400 ml of water and 216.7 g of pyridine, and the mixture was stirred at 23° C. for 3 hours. The solvent was then removed under reduced pressure and the residue was poured into ice-water. The pH was subsequently adjusted to 1 using 20% strength sulfuric acid, and the precipitated product was filtered off with suction, taken up in methyl tert... Starting materials: [BH4-].[Na+] (NaBH4), [BH4-].[Na+] (Sodium borohydride), ice, N12CC3C(C(CC(C1)C3)C2)=O (1-azatricyclo[3.3.1.13,7 ]decane-4-one). Run in CO (MeOH), CO (MeOH), [Cl-].[Na+].O (brine). Yields the product N12CC3C(C(CC(C1)C3)C2)O (1-azatricyclo-[3.3.1.13,7 ]decane-4-ol). As a reaction SMILES: [BH4-].[Na+].[N:3]12[CH2:12][CH:7]3[CH2:8][CH:9]([CH2:11][CH:5]([C:6]3=[O:13])[CH2:4]1)[CH2:10]2>CO.[Cl-].[Na+].O>[N:3]12[CH2:12][CH:7]3[CH2:8][CH:9]([CH2:11][CH:5]([CH:6]3[OH:13])[CH2:4]1)[CH2:10]2 |f:0.1,4.5.6|. Reported procedure: Sodium borohydride (0.7 g) is added to 20 ml of ice-chilled MeOH. Then 1.88 g (0.012 mole) of 1-azatricyclo[3.3.1.13,7 ]decane-4-one, in 20 ml MeOH, is added dropwise over 5 minutes. A further 0.8 g NaBH4 (total 1.5 g, 0.04 mole) is added portionwise over 5 minutes. The reaction is stirred in ice one-half hour more, and then 1 hour at room temperature. The reaction is diluted with 20 ml brine, and extracted into ether. The ether is dried over MgSO4 and stripped to dryness, to give 1-azatricyclo-... Reactants: C1CCOC1, C[Si](C)(C)C=[N+]=[N-], CO, ClCCl, O=C(O)c1ccc2c(cnn2-c2ccc(F)cc2)c1. Yields the product COC(=O)c1ccc2c(cnn2-c2ccc(F)cc2)c1. As a reaction SMILES: [CH2:32]1[O:33][CH2:34][CH2:35][CH2:36]1.[CH3:23][Si:24]([CH:25]=[N+:26]=[N-:27])([CH3:28])[CH3:29].[CH3:30][OH:31].[Cl:20][CH2:21][Cl:22].[F:1][c:2]1[cH:3][cH:4][c:5](-[n:8]2[n:9][cH:10][c:11]3[cH:12][c:13]([C:17](=[O:18])[OH:19])[cH:14][cH:15][c:16]23)[cH:6][cH:7]1>>[F:1][c:2]1[cH:3][cH:4][c:5](-[n:8]2[n:9][cH:10][c:11]3[cH:12][c:13]([C:17](=[O:18])[O:19][CH3:21])[cH:14][cH:15][c:16]23)[cH:6][cH:7]1. Run at time 8 hour. Reactants: ice water, N1C=CC=2C1=NC=CC2 (1H-pyrrolo[2,3-b]pyridine), BrC1=CC=C(C=N1)C=O (6-bromo-pyridine-3-carbaldehyde), [OH-].[K+] (potassium hydroxide). Product: BrC1=CC=C(C=N1)C(O)C1=CNC2=NC=CC=C21 ((6-Bromo-pyridin-3-yl)-(1H-pyrrolo[2,3-b]pyridin-3-yl)-methanol). RXN SMILES: [NH:1]1[C:5]2=[N:6][CH:7]=[CH:8][CH:9]=[C:4]2[CH:3]=[CH:2]1.[Br:10][C:11]1[N:16]=[CH:15][C:14]([CH:17]=[O:18])=[CH:13][CH:12]=1.[OH-].[K+]>CO>[Br:10][C:11]1[N:16]=[CH:15][C:14]([CH:17]([C:3]2[C:4]3[C:5](=[N:6][CH:7]=[CH:8][CH:9]=3)[NH:1][CH:2]=2)[OH:18])=[CH:13][CH:12]=1 |f:2.3|. Reported procedure: A mixture of 1H-Pyrrolo[2,3-b]pyridine (1, 1.2 g, 0.010 mol), 6-bromo-pyridine-3-carbaldehyde (88, 1.8 g, 0.0097 mol), and potassium hydroxide (1.8 g, 0.032 mol) in methanol (25 mL) was stirred at room temperature overnight. The reaction mixture was poured into ice water, extracted with ethyl acetate, washed with brine, and dried over sodium sulfate. After removal of solvent, the residue was purified by silica gel column chromatography eluting with methanol in dichloromethane to provide the comp... The yield is 47.5%. The solvent is CO (methanol). Starting materials: Nc1ncccc1Br, CS(C)=O, COc1ccc2ccc(O)cc2c1, [Cu]I, [K+], [K+], [K+], O, O=P([O-])([O-])[O-]. The product is COc1ccc2ccc(Oc3cccnc3N)cc2c1. As a reaction SMILES: [Br:22][c:23]1[c:24]([NH2:29])[n:25][cH:26][cH:27][cH:28]1.[CH3:30][S:31]([CH3:32])=[O:33].[CH3:9][O:10][c:11]1[cH:12][cH:13][c:14]2[cH:15][cH:16][c:17]([OH:21])[cH:18][c:19]2[cH:20]1.[Cu:34][I:35].[K+:6].[K+:7].[K+:8].[OH2:36].[P:1]([O-:2])([O-:3])([O-:4])=[O:5]>>[CH3:9][O:10][c:11]1[cH:12][cH:13][c:14]2[cH:15][cH:16][c:17]([O:21][c:23]3[c:24]([NH2:29])[n:25][cH:26][cH:27][cH:28]3)[cH:18][c:19]2[cH:20]1. Starting materials: N#CCc1nc2cnc3ccc(Cl)cc3c2n1-c1ccccc1Cl, Cl, NO, [Na+], [Na+], O=C([O-])[O-], CN(C)C=O, O. The product is N=C(Cc1nc2cnc3ccc(Cl)cc3c2n1-c1ccccc1Cl)NO. RXN SMILES: [Cl:1][c:2]1[cH:3][c:4]2[c:5]3[c:6]([cH:7][n:8][c:9]2[cH:10][cH:11]1)[n:12][c:13]([CH2:22][C:23]#[N:24])[n:14]3-[c:15]1[c:16]([Cl:21])[cH:17][cH:18][cH:19][cH:20]1.[ClH:25].[NH2:26][OH:27].[Na+:28].[Na+:29].[O-:30][C:31](=[O:32])[O-:33].[O:35]=[CH:36][N:37]([CH3:38])[CH3:39].[OH2:34]>>[Cl:1][c:2]1[cH:3][c:4]2[c:5]3[c:6]([cH:7][n:8][c:9]2[cH:10][cH:11]1)[n:12][c:13]([CH2:22][C:23](=[NH:24])[NH:26][OH:27])[n:14]3-[c:15]1[c:16]([Cl:21])[cH:17][cH:18][cH:19][cH:20]1. Reactants: NC1=NC(=CC(=N1)O)C1=CC=CC=C1 (2-amino-6-phenyl-4-pyrimidinol), II (I2), O (water), [OH-].[Na+] (sodium hydroxide). Run in C(Cl)(Cl)Cl (chloroform). The product is NC1=NC(=C(C(=N1)O)I)C1=CC=CC=C1 (2-amino-5-iodo-6-phenyl-4-pyrimidinol). Yield: 78.0%. As a reaction SMILES: [NH2:1][C:2]1[N:7]=[C:6]([OH:8])[CH:5]=[C:4]([C:9]2[CH:14]=[CH:13][CH:12]=[CH:11][CH:10]=2)[N:3]=1.O.[OH-].[Na+].[I:18]I>C(Cl)(Cl)Cl>[NH2:1][C:2]1[N:7]=[C:6]([OH:8])[C:5]([I:18])=[C:4]([C:9]2[CH:14]=[CH:13][CH:12]=[CH:11][CH:10]=2)[N:3]=1 |f:2.3|. Procedure details: Following the procedure of Example 16 but substituting 21.4 g. (0.113 M) of 2-amino-6-phenyl-4-pyrimidinol, 200 ml. water, 500 ml. chloroform, 5.6 g. sodium hydroxide and 28.8 g. I2, a yield of 29.0 g. (78%) of 2-amino-5-iodo-6-phenyl-4-pyrimidinol is obtained. Reactants: C, CCOC(C)=O, CCOC(=O)Nc1nc(-c2ccc([N+](=O)[O-])cc2)cs1, [Pd]. Yields the product CCOC(=O)Nc1nc(-c2ccc(N)cc2)cs1. RXN SMILES: [C:27].[CH3:21][CH2:22][O:23][C:24](=[O:25])[CH3:26].[N+:1]([O-:2])(=[O:3])[c:4]1[cH:5][cH:6][c:7](-[c:10]2[n:11][c:12]([NH:15][C:16]([O:17][CH2:18][CH3:19])=[O:20])[s:13][cH:14]2)[cH:8][cH:9]1.[Pd:28]>>[NH2:1][c:4]1[cH:5][cH:6][c:7](-[c:10]2[n:11][c:12]([NH:15][C:16]([O:17][CH2:18][CH3:19])=[O:20])[s:13][cH:14]2)[cH:8][cH:9]1. Starting materials: ClCCCCCBr, O=C([O-])[O-], CCOC(=O)CC(C)=O, CCCCCCC, [K+], [K+]. Product: CCOC(=O)C(CCCCCCl)C(C)=O. RXN SMILES: [Br:10][CH2:11][CH2:12][CH2:13][CH2:14][CH2:15][Cl:16].[C:17](=[O:18])([O-:19])[O-:20].[C:1]([CH2:2][C:3](=[O:4])[CH3:5])(=[O:6])[O:7][CH2:8][CH3:9].[CH3:23][CH2:24][CH2:25][CH2:26][CH2:27][CH2:28][CH3:29].[K+:21].[K+:22]>>[C:1]([CH:2]([C:3](=[O:4])[CH3:5])[CH2:11][CH2:12][CH2:13][CH2:14][CH2:15][Cl:16])(=[O:6])[O:7][CH2:8][CH3:9].